This data is from the Open Reaction Database (ORD), a public repository of structured organic reaction records. The task is: describe an organic reaction: reactants, conditions, products, and yield Starting materials: diethyl azodicarboxylates, OC1CC2CC(CCC2(C2CC(C3(C(CCC3C12)C(CCC(=O)OC)C)C)O)C)OCCO (methyl 4-[7,12-Dihydroxy-3-(2-hydroxyethoxy)-10,13-dimethylhexadecahydrocyclopenta[a]phenanthren-17-yl]pentanoate), C1(=CC=CC=C1)P(C1=CC=CC=C1)C1=CC=CC=C1 (triphenylphosphine), C1(C=2C(C(N1)=O)=CC=CC2)=O (phthalimide), C(=O)(O)[O-].[Na+] (NaHCO3). The solvent is C1CCOC1 (THF). Conditions: temperature 45 celsius, time 2 hour. Yields the product O=C1N(C(C2=CC=CC=C12)=O)CCOC1CCC2(C3CC(C4(C(CCC4C3C(CC2C1)O)C(CCC(=O)OC)C)C)O)C (Methyl 4-{3-[2-(1,3-dioxo-1,3-dihydroisoindol-2-yl)ethoxy]-7,12-dihydroxy-10,13-dimethylhexadecahydrocyclopenta[a]phenanthren-17-yl}pentanoate). Isolated yield 91.9%. Reaction SMILES: [OH:1][CH:2]1[CH:18]2[CH:10]([CH2:11][CH:12]([OH:28])[C:13]3([CH3:27])[CH:17]2[CH2:16][CH2:15][CH:14]3[CH:19]([CH3:26])[CH2:20][CH2:21][C:22]([O:24][CH3:25])=[O:23])[C:9]2([CH3:29])[CH:4]([CH2:5][CH:6]([O:30][CH2:31][CH2:32]O)[CH2:7][CH2:8]2)[CH2:3]1.C1(P(C2C=CC=CC=2)C2C=CC=CC=2)C=CC=CC=1.[C:53]1(=[O:63])[NH:57][C:56](=[O:58])[C:55]2=[CH:59][CH:60]=[CH:61][CH:62]=[C:54]12.C([O-])(O)=O.[Na+]>C1COCC1>[O:58]=[C:56]1[C:55]2[C:54](=[CH:62][CH:61]=[CH:60][CH:59]=2)[C:53](=[O:63])[N:57]1[CH2:32][CH2:31][O:30][CH:6]1[CH2:5][CH:4]2[C:9]([CH3:29])([CH:10]3[CH:18]([CH:2]([OH:1])[CH2:3]2)[CH:17]2[C:13]([CH3:27])([CH:14]([CH:19]([CH3:26])[CH2:20][CH2:21][C:22]([O:24][CH3:25])=[O:23])[CH2:15][CH2:16]2)[CH:12]([OH:28])[CH2:11]3)[CH2:8][CH2:7]1 |f:3.4|. Procedure: 1.5 g of methyl 4-[7,12-Dihydroxy-3-(2-hydroxyethoxy)-10,13-dimethylhexadecahydrocyclopenta[a]phenanthren-17-yl]pentanoate, 950 mg of triphenylphosphine and 550 mg of phthalimide are warmed to 45° C. in 26 ml of THF and 1.14 ml of diethyl azodicarboxylates are added dropwise at this temperature. The reaction mixture is stirred at 45° C. for 2 hours, then poured into 200 ml of a semiconcentrated aqueous NaHCO3 solution and extracted 3 times using 200 ml of EA each time. The extract is dried over ... The reactants are CN(C)C=O, COc1cc(OC)nc(S(C)(=O)=O)n1, N#CCc1cccc(Cl)c1, [H-], [Na+], O. Product: COc1cc(OC)nc(C(C#N)c2cccc(Cl)c2)n1. Reaction SMILES: [CH3:28][N:29]([CH3:30])[CH:31]=[O:32].[CH3:3][O:4][c:5]1[n:6][c:7]([S:13]([CH3:14])(=[O:15])=[O:16])[n:8][c:9]([O:11][CH3:12])[cH:10]1.[Cl:17][c:18]1[cH:19][c:20]([CH2:24][C:25]#[N:26])[cH:21][cH:22][cH:23]1.[H-:1].[Na+:2].[OH2:27]>>[CH3:3][O:4][c:5]1[n:6][c:7]([CH:24]([c:20]2[cH:19][c:18]([Cl:17])[cH:23][cH:22][cH:21]2)[C:25]#[N:26])[n:8][c:9]([O:11][CH3:12])[cH:10]1. Reactants: C[Mg]Br.C(C)OCC (methyl magnesium bromide diethyl ether), COC1=CC=C(C=C1)C(C)=O (4′-methoxy-acetophenone), Cl (hydrochloric acid), Grignard reagent. The solvent is C(C)OCC (diethyl ether), C(C)OCC (Diethyl ether). Run at time 30 minute. The product is COC1=CC=C(C(=C)C)C=C1 (4-Methoxy-α-methylstyrene). As a reaction SMILES: C[Mg]Br.[CH2:4](OCC)C.[CH3:9][O:10][C:11]1[CH:16]=[CH:15][C:14]([C:17](=O)[CH3:18])=[CH:13][CH:12]=1.Cl>C(OCC)C>[CH3:9][O:10][C:11]1[CH:16]=[CH:15][C:14]([C:17]([CH3:18])=[CH2:4])=[CH:13][CH:12]=1 |f:0.1|. Reported procedure: To a 1000 mL three-necked flask equipped with a mechanical stirrer, methyl magnesium bromide/diethyl ether solution (200 mL, 3.0 mol) is added. A solution of 85.3 g of 4′-methoxy-acetophenone dissolved in 80 mL of anhydrous diethyl ether is charged to the Grignard reagent over 90 minutes at ambient temperature. Diethyl ether (200 mL) and 250 mL of 3N hydrochloric acid are added slowly to the reaction mixture. The solution is stirred for another 30 minutes. The aqueous layer is separated and wash...